This data is from the Open Reaction Database (ORD), a public repository of structured organic reaction records. The task is: describe an organic reaction: reactants, conditions, products, and yield The reactants are OCC(C(=O)O)(CO)CO (3-hydroxy-2,2-bis(hydroxymethyl)propanoic acid), 751223 A2, [N+](=[N-])=C.C(C)OCC (diazomethane diethyl ether). Run in CO (MeOH). The product is OCC(C(=O)OC)(CO)CO (methyl 3-hydroxy-2,2-bis(hydroxymethyl)propanoate). RXN SMILES: [OH:1][CH2:2][C:3]([CH2:9][OH:10])([CH2:7][OH:8])[C:4]([OH:6])=[O:5].[N+](=[CH2:13])=[N-].C(OCC)C>CO>[OH:1][CH2:2][C:3]([CH2:9][OH:10])([CH2:7][OH:8])[C:4]([O:6][CH3:13])=[O:5] |f:1.2|. Procedure: To a stirred solution of 3-hydroxy-2,2-bis(hydroxymethyl)propanoic acid, prepared according to EP 751223 A2, in MeOH at rt is added dropwise 2 M trimethylsilyl)diazomethane/diethyl ether (1-5 equivalents) and the mixture is stirred at rt until the reaction is substantially complete as monitored by LCMS or TLC. The mixture is concentrated under reduced pressure and the residue is partitioned between saturated aq sodium bicarbonate solution and dichloromethane. The organic layer is separated, drie... Reactants: [Br-], CC[Mg+], CCCCCC, CCOC(C)=O, CCOCC, CC(=O)c1ccc(F)c(F)c1. Yields the product CC(C)(O)c1ccc(F)c(F)c1. Reaction SMILES: [Br-:1].[CH2:2]([Mg+:3])[CH3:4].[CH3:16][CH2:17][CH2:18][CH2:19][CH2:20][CH3:21].[CH3:22][CH2:23][O:24][C:25]([CH3:26])=[O:27].[CH3:28][CH2:29][O:30][CH2:31][CH3:32].[F:5][c:6]1[cH:7][c:8]([C:13]([CH3:14])=[O:15])[cH:9][cH:10][c:11]1[F:12]>>[CH3:2][C:13]([c:8]1[cH:7][c:6]([F:5])[c:11]([F:12])[cH:10][cH:9]1)([CH3:14])[OH:15]. The reactants are COc1cc2c(cc1OC)C(O)CN(C)C2, N#Cc1ccccc1F, [H-], [Na+], CN(C)C=O. The product is COc1cc2c(cc1OC)C(Oc1ccccc1C#N)CN(C)C2. RXN SMILES: [CH3:1][O:2][c:3]1[cH:4][c:5]2[c:10]([cH:11][c:12]1[O:13][CH3:14])[CH2:9][N:8]([CH3:15])[CH2:7][CH:6]2[OH:16].[F:19][c:20]1[c:21]([C:22]#[N:23])[cH:24][cH:25][cH:26][cH:27]1.[H-:17].[Na+:18].[O:28]=[CH:29][N:30]([CH3:31])[CH3:32]>>[CH3:1][O:2][c:3]1[cH:4][c:5]2[c:10]([cH:11][c:12]1[O:13][CH3:14])[CH2:9][N:8]([CH3:15])[CH2:7][CH:6]2[O:16][c:20]1[c:21]([C:22]#[N:23])[cH:24][cH:25][cH:26][cH:27]1. The reactants are CCCCCCCCCCCCCCCCCC[Sn](Cl)(CCCCCCCCCCCCCCCCCC)CCCCCCCCCCCCCCCCCC, Cc1ccccc1, [N-]=[N+]=[N-], [Na+]. Product: CCCCCCCCCCCCCCCCCC[Sn](CCCCCCCCCCCCCCCCCC)(CCCCCCCCCCCCCCCCCC)N=[N+]=[N-]. Reaction SMILES: [CH2:1]([CH2:2][CH2:3][CH2:4][CH2:5][CH2:6][CH2:7][CH2:8][CH2:9][CH2:10][CH2:11][CH2:12][CH2:13][CH2:14][CH2:15][CH2:16][CH2:17][CH3:18])[Sn:19]([CH2:20][CH2:21][CH2:22][CH2:23][CH2:24][CH2:25][CH2:26][CH2:27][CH2:28][CH2:29][CH2:30][CH2:31][CH2:32][CH2:33][CH2:34][CH2:35][CH2:36][CH3:37])([CH2:38][CH2:39][CH2:40][CH2:41][CH2:42][CH2:43][CH2:44][CH2:45][CH2:46][CH2:47][CH2:48][CH2:49][CH2:50][CH2:51][CH2:52][CH2:53][CH2:54][CH3:55])[Cl:56].[CH3:61][c:62]1[cH:63][cH:64][cH:65][cH:66][cH:67]1.[N-:58]=[N+:59]=[N-:60].[Na+:57]>>[CH2:1]([CH2:2][CH2:3][CH2:4][CH2:5][CH2:6][CH2:7][CH2:8][CH2:9][CH2:10][CH2:11][CH2:12][CH2:13][CH2:14][CH2:15][CH2:16][CH2:17][CH3:18])[Sn:19]([CH2:20][CH2:21][CH2:22][CH2:23][CH2:24][CH2:25][CH2:26][CH2:27][CH2:28][CH2:29][CH2:30][CH2:31][CH2:32][CH2:33][CH2:34][CH2:35][CH2:36][CH3:37])([CH2:38][CH2:39][CH2:40][CH2:41][CH2:42][CH2:43][CH2:44][CH2:45][CH2:46][CH2:47][CH2:48][CH2:49][CH2:50][CH2:51][CH2:52][CH2:53][CH2:54][CH3:55])[N:58]=[N+:59]=[N-:60]. Starting materials: O=C1NC(=O)c2ccccc21, Cc1ccc(S(=O)(=O)OCC2(F)CCN(C(=O)OC(C)(C)C)CC2)cc1, [K], CN(C)C=O, O. The product is CC(C)(C)OC(=O)N1CCC(F)(CN2C(=O)c3ccccc3C2=O)CC1. RXN SMILES: [C:27]1(=[O:37])[c:28]2[c:29]([cH:33][cH:34][cH:35][cH:36]2)[C:30](=[O:32])[NH:31]1.[F:1][C:2]1([CH2:15][O:16][S:17]([c:18]2[cH:19][cH:20][c:21]([CH3:22])[cH:23][cH:24]2)(=[O:25])=[O:26])[CH2:3][CH2:4][N:5]([C:8](=[O:9])[O:10][C:11]([CH3:12])([CH3:13])[CH3:14])[CH2:6][CH2:7]1.[K:38].[O:40]=[CH:41][N:42]([CH3:43])[CH3:44].[OH2:39]>>[F:1][C:2]1([CH2:15][N:31]2[C:27](=[O:37])[c:28]3[c:29]([cH:33][cH:34][cH:35][cH:36]3)[C:30]2=[O:32])[CH2:3][CH2:4][N:5]([C:8](=[O:9])[O:10][C:11]([CH3:12])([CH3:13])[CH3:14])[CH2:6][CH2:7]1. Yields the product FC=1C=CC(=NC1)C(C)(C#C[Si](C)(C)C)O (2-(5-fluoropyridin-2-yl)-4-(trimethylsilyl)but-3-yn-2-ol). Solvent: CCOCC (ether). Run at temperature -78 celsius, time 1 hour. The yield is 42.1%. As a reaction SMILES: Br[C:2]1[CH:7]=[CH:6][C:5]([F:8])=[CH:4][N:3]=1.C([Li])(CC)C.[CH3:14][Si:15]([CH3:22])([CH3:21])[C:16]#[C:17][C:18](=[O:20])[CH3:19]>CCOCC>[F:8][C:5]1[CH:6]=[CH:7][C:2]([C:18]([OH:20])([C:17]#[C:16][Si:15]([CH3:22])([CH3:21])[CH3:14])[CH3:19])=[N:3][CH:4]=1. Reported procedure: To a stirred solution of 2-bromo-5-fluoropyridine (1.76 g, 10.00 mmol) in ether (20 mL) maintained under nitrogen at −78° C. was added a solution of s-butyllithium (1.3M in hexane, 10 mL, 13.00 mmol) dropwise. The reaction mixture was then stirred at −78° C. for 1 hr and 4-(trimethylsilyl)but-3-yn-2-one (1.54 g, 10.98 mmol) was added to the reaction mixture dropwise with stirring at −78° C. The resulting solution was stirred at −78° C. for 2 hr and then quenched by the addition of saturated ammo... Starting materials: C(C)(CC)[Li] (s-butyllithium), BrC1=NC=C(C=C1)F (2-bromo-5-fluoropyridine), C[Si](C#CC(C)=O)(C)C (4-(trimethylsilyl)but-3-yn-2-one).